From a dataset of the Open Reaction Database (ORD), a public repository of structured organic reaction records. describe an organic reaction: reactants, conditions, products, and yield The reactants are BrC=1C=CC2=C(OCCC3=C2SC(=C3)C(=O)N(C)C3=C(C=CC=C3)Cl)C1 (8-bromo-N-(2-chlorophenyl)-N-methyl-4,5-dihydrobenzo[b]thieno[2,3-d]oxepine-2-carboxamide), N1N=CC(=C1)B1OC(C)(C)C(C)(C)O1 (pyrazole-4-boronic acid pinacol ester). The product is ClC1=C(C=CC=C1)N(C(=O)C1=CC2=C(C3=C(OCC2)C=C(C=C3)C=3C=NNC3)S1)C (N-(2-chlorophenyl)-N-methyl-8-(1H-pyrazol-4-yl)-4,5-dihydrobenzo[b]thieno[2,3-d]oxepine-2-carboxamide). As a reaction SMILES: Br[C:2]1[CH:3]=[CH:4][C:5]2[C:11]3[S:12][C:13]([C:15]([N:17]([C:19]4[CH:24]=[CH:23][CH:22]=[CH:21][C:20]=4[Cl:25])[CH3:18])=[O:16])=[CH:14][C:10]=3[CH2:9][CH2:8][O:7][C:6]=2[CH:26]=1.[NH:27]1[CH:31]=[C:30](B2OC(C)(C)C(C)(C)O2)[CH:29]=[N:28]1>>[Cl:25][C:20]1[CH:21]=[CH:22][CH:23]=[CH:24][C:19]=1[N:17]([CH3:18])[C:15]([C:13]1[S:12][C:11]2[C:5]3[CH:4]=[CH:3][C:2]([C:30]4[CH:31]=[N:27][NH:28][CH:29]=4)=[CH:26][C:6]=3[O:7][CH2:8][CH2:9][C:10]=2[CH:14]=1)=[O:16]. Procedure: Following Examples 44 and 60, 8-bromo-N-(2-chlorophenyl)-N-methyl-4,5-dihydrobenzo[b]thieno[2,3-d]oxepine-2-carboxamide 150 and pyrazole-4-boronic acid pinacol ester were reacted to give 132. MS: (ESI+) 436.1